This data is from the Open Reaction Database (ORD), a public repository of structured organic reaction records. The task is: describe an organic reaction: reactants, conditions, products, and yield The reactants are BrC1CC=2C(C(C3=CC(=CC=C3C2C=C1)Br)=O)(O)CC(CCCC)CC (2,7-dibromo-9-keto-10-(2-ethylhexyl)-10-hydroxydihydrophenanthrene), [NH4+].[OH-] (NH4OH), [H-].[Na+] (NaH), CI (methyl iodide). Run in CS(=O)C (DMSO), CO (MeOH), CS(=O)C (DMSO). Conditions: time 30 minute. Product: BrC1CC=2C(C(C3=CC(=CC=C3C2C=C1)Br)=O)(OC)CC(CCCC)CC (2,7-dibromo-9-keto-10-(2-ethylhexyl)-10-methoxydihydrophenanthrene). As a reaction SMILES: [H-].[Na+].[Br:3][CH:4]1[CH:17]=[CH:16][C:15]2[C:14]3[C:9](=[CH:10][C:11]([Br:18])=[CH:12][CH:13]=3)[C:8](=[O:19])[C:7]([CH2:21][CH:22]([CH2:27][CH3:28])[CH2:23][CH2:24][CH2:25][CH3:26])([OH:20])[C:6]=2[CH2:5]1.[CH3:29]I.[NH4+].[OH-]>CS(C)=O.CO>[Br:3][CH:4]1[CH:17]=[CH:16][C:15]2[C:14]3[C:9](=[CH:10][C:11]([Br:18])=[CH:12][CH:13]=3)[C:8](=[O:19])[C:7]([CH2:21][CH:22]([CH2:27][CH3:28])[CH2:23][CH2:24][CH2:25][CH3:26])([O:20][CH3:29])[C:6]=2[CH2:5]1 |f:0.1,4.5|. Procedure: 3.3 g (81.5 mmol) of NaH (60% dispersion in mineral oil) in 30 ml of DMSO were introduced into a 500 ml four-necked flask with mechanical stirrer, condenser, thermometer and dropping funnel which had been dried by heating. 21.6 g (54.3 mmol) of 2,7-dibromo-9-keto-10-(2-ethylhexyl)-10-hydroxydihydrophenanthrene in 60 ml of DMSO were slowly added dropwise, and the mixture was stirred at room temperature for 30 min. 5.1 ml (81.5 mmol) of methyl iodide were then added dropwise over the course of 1 h...